The task is: describe an organic reaction: reactants, conditions, products, and yield. This data is from the Open Reaction Database (ORD), a public repository of structured organic reaction records. Starting materials: ClC1=CC=C(C=C1)C=1C2=C(C3=C(CN1)ON=C3C)C=CN=C2OC (6-(4-chlorophenyl)-7-methoxy-1-methyl-4H-isoxazolo[5,4-c]pyrido[4,3-e]azepine), ClC=1C=CC=2C3=C(CN=C(C2N1)C1=CC=C(C=C1)Cl)ON=C3C (8-chloro-6-(4-chlorophenyl)-1-methyl-4H-isoxazolo[5,4-c]pyrido[3,2-e]azepine), ClC1=CC=C(C=C1)C1=NCC2=C(C3=C1C(=NC=C3)F)C(=NO2)C (6-(4-chlorophenyl)-7-fluoro-1-methyl-4H-isoxazolo[4,5-e]pyrido[3,4-c]azepine), ClC1=CC=C(C=C1)C=1C2=C(C3=C(CN1)ON=C3C)C=CN=C2OC (6-(4-chlorophenyl)-7-methoxy-1-methyl-4H-isoxazolo[5,4-c]pyrido[4,3-e]azepine), ClC=1C=CC=2C3=C(CN=C(C2N1)C1=CC=C(C=C1)Cl)ON=C3C (8-chloro-6-(4-chlorophenyl)-1-methyl-4H-isoxazolo[5,4-c]pyrido[3,2-e]azepine). The product is ClC1=CC=C(C=C1)C=1C2=C(C3=C(CN1)ON=C3C)C=CC(=N2)OC (6-(4-Chlorophenyl)-8-methoxy-1-methyl-4H-isoxazolo[5,4-c]pyrido[3,2-e]azepine). RXN SMILES: ClC1C=CC(C2C3C(OC)=NC=CC=3C3C(C)=N[O:15][C:12]=3CN=2)=CC=1.Cl[C:26]1[CH:27]=[CH:28][C:29]2[C:30]3[C:46]([CH3:47])=[N:45][O:44][C:31]=3[CH2:32][N:33]=[C:34]([C:37]3[CH:42]=[CH:41][C:40]([Cl:43])=[CH:39][CH:38]=3)[C:35]=2[N:36]=1.ClC1C=CC(C2C3C(F)=NC=CC=3C3C(C)=NOC=3CN=2)=CC=1>>[Cl:43][C:40]1[CH:41]=[CH:42][C:37]([C:34]2[C:35]3[N:36]=[C:26]([O:15][CH3:12])[CH:27]=[CH:28][C:29]=3[C:30]3[C:46]([CH3:47])=[N:45][O:44][C:31]=3[CH2:32][N:33]=2)=[CH:38][CH:39]=1. Reported procedure: A procedure similar to 6-(4-Chlorophenyl)-7-methoxy-1-methyl-4H-isoxazolo[5,4-c]pyrido[4,3-e]azepine (Compound 170) was followed, except that 8-chloro-6-(4-chlorophenyl)-1-methyl-4H-isoxazolo[5,4-c]pyrido[3,2-e]azepine (Compound 240) was used as starting material instead of 6-(4-chlorophenyl)-7-fluoro-1-methyl-4H-isoxazolo[4,5-e]pyrido[3,4-c]azepine. LC/MS m/z 340 [M+H]+; 1H NMR (400 MHz, DMSO-d6) δ 8.31 (d, J=8.31 Hz, 1H), 7.83 (d, J=8.31 Hz, 1H), 7.43 (td, J=2.30, 8.70 Hz, 2H), 7.35 (td, J=2.3... Starting materials: COCCC1C(OCC1)=O (3-(2'-methoxyethyl)-dihydro-2(3H)furanone), Nafion, C(C)(=O)O (acetic acid). Reaction conditions: temperature 120 celsius, time 69 hour. Product: C(C)(=O)OCCC1C(OCC1)=O (3-(2'-acetoxyethyl)-dihydro-2(3H)furanone). The yield is 65.0%. RXN SMILES: CO[CH2:3][CH2:4][CH:5]1[CH2:9][CH2:8][O:7][C:6]1=[O:10].[C:11]([OH:14])(=[O:13])[CH3:12]>>[C:11]([O:14][CH2:3][CH2:4][CH:5]1[CH2:9][CH2:8][O:7][C:6]1=[O:10])(=[O:13])[CH3:12]. Procedure: In a stirred vessel there is heated to 120° C. a mixture of 20 g of 3-(2'-methoxyethyl)-dihydro-2(3H)furanone, 100 g of glacial acetic acid, and 10 g of Nafion. Following a period of 69 h, the reaction is terminated (conversion: 89%) and the catalyst is separated by filtration. Following purification by distillation, there is obtained 65% of 3-(2'-acetoxyethyl)-dihydro-2(3H)furanone (based on the 3-(2'-methoxyethyl)-dihydro-2(3H)furanone used). Starting materials: BrCCCCCCCBr, C1CCOC1, [Li]c1ccccc1. The product is BrCCCCCCCc1ccccc1. As a reaction SMILES: [Br:1][CH2:2][CH2:3][CH2:4][CH2:5][CH2:6][CH2:7][CH2:8][Br:9].[CH2:17]1[O:18][CH2:19][CH2:20][CH2:21]1.[Li:10][c:11]1[cH:12][cH:13][cH:14][cH:15][cH:16]1>>[CH2:2]([CH2:3][CH2:4][CH2:5][CH2:6][CH2:7][CH2:8][Br:9])[c:11]1[cH:12][cH:13][cH:14][cH:15][cH:16]1. Starting materials: O=C([O-])[O-], CCC(C)=O, Fc1cccc(CBr)c1, [K+], [K+], O=C1Cc2ccc(O)cc2CCN1. Product: O=C1Cc2ccc(OCc3cccc(F)c3)cc2CCN1. RXN SMILES: [C:23](=[O:24])([O-:25])[O-:26].[CH3:29][C:30](=[O:31])[CH2:32][CH3:33].[F:14][c:15]1[cH:16][c:17]([CH2:18][Br:19])[cH:20][cH:21][cH:22]1.[K+:27].[K+:28].[OH:1][c:2]1[cH:3][c:4]2[c:5]([cH:12][cH:13]1)[CH2:6][C:7](=[O:11])[NH:8][CH2:9][CH2:10]2>>[O:1]([c:2]1[cH:3][c:4]2[c:5]([cH:12][cH:13]1)[CH2:6][C:7](=[O:11])[NH:8][CH2:9][CH2:10]2)[CH2:18][c:17]1[cH:16][c:15]([F:14])[cH:22][cH:21][cH:20]1. The reactants are C1=CN=CC=C1C2=CC3=CN=C(N=C3C(=C2)Cl)N, C[C@H](C1=CC=C(C=C1)Br)NC(=O)OC(C)(C)C. Reagents/catalysts: C(=O)([O-])[O-].[Cs+].[Cs+], CC1(C2=C(C(=CC=C2)P(C3=CC=CC=C3)C4=CC=CC=C4)OC5=C1C=CC=C5P(C6=CC=CC=C6)C7=CC=CC=C7)C, C1=CC=C(C=C1)/C=C/C(=O)/C=C/C2=CC=CC=C2.C1=CC=C(C=C1)/C=C/C(=O)/C=C/C2=CC=CC=C2.C1=CC=C(C=C1)/C=C/C(=O)/C=C/C2=CC=CC=C2.[Pd].[Pd]. The solvent is C1COCCO1. Conditions: temperature 100 celsius. Yields the product C[C@H](C1=CC=C(C=C1)NC2=NC=C3C=C(C=C(C3=N2)Cl)C4=CC=NC=C4)NC(=O)OC(C)(C)C. The yield is 51.0%. Procedure: A 250 mL roundbottom flask was charged with 8-chloro-6-(pyridin-4-yl)quinazolin-2-amine (EN01547-76-1; 3.09 g, 12.04 mmol), (R)-tert-butyl 1-(4-bromophenyl)ethylcarbamate (EN01547-74-1; 4.42 g, 14.72 mmol), Pd2(dba)3 (114.4 mg, 2.1 mol % Pd), XantPhos (155.0 mg, 2.2 mol %), and Cs2CO3 (5.57 g, 17.10 mmol). The flask was evacuated and backfilled with N2 (3x), and then anhydrous dioxane (40 mL) was added. The mixture was allowed to stir at room temperature for ~5 minutes and was then heated under ... Starting materials: Cc1nc(Cl)c2nc(-c3ccccc3)cc-2[nH]1, [K+], [K+], NCCN1CCOCC1, O=C([O-])[O-], O. Yields the product Cc1nc(NCCN2CCOCC2)c2nc(-c3ccccc3)cc-2[nH]1. As a reaction SMILES: [Cl:1][c:2]1[c:3]2[n:11][c:10](-[c:12]3[cH:13][cH:14][cH:15][cH:16][cH:17]3)[cH:9][c:4]-2[nH:5][c:6]([CH3:8])[n:7]1.[K+:27].[K+:28].[NH2:18][CH2:19][CH2:20][N:21]1[CH2:22][CH2:23][O:24][CH2:25][CH2:26]1.[O-:29][C:30]([O-:31])=[O:32].[OH2:33]>>[c:2]1([NH:18][CH2:19][CH2:20][N:21]2[CH2:22][CH2:23][O:24][CH2:25][CH2:26]2)[c:3]2[n:11][c:10](-[c:12]3[cH:13][cH:14][cH:15][cH:16][cH:17]3)[cH:9][c:4]-2[nH:5][c:6]([CH3:8])[n:7]1.